Dataset: the Open Reaction Database (ORD), a public repository of structured organic reaction records. Task: describe an organic reaction: reactants, conditions, products, and yield Reactants: ClC1=C(C(=O)N)C(=CN=C1)Cl (3,5-Dichloroisonicotinamide). Run in O=P(Cl)(Cl)Cl (POCl3). The product is ClC1=C(C#N)C(=CN=C1)Cl (3,5-Dichloro-isonicotinonitrile). The yield is 63.1%. As a reaction SMILES: [Cl:1][C:2]1[CH:10]=[N:9][CH:8]=[C:7]([Cl:11])[C:3]=1[C:4]([NH2:6])=O>O=P(Cl)(Cl)Cl>[Cl:1][C:2]1[CH:10]=[N:9][CH:8]=[C:7]([Cl:11])[C:3]=1[C:4]#[N:6]. Procedure details: The product from Example 1A (2.1 g, 11 mmol) in POCl3 (25 mL) was stirred at reflux overnight, allowed to cool to room temperature, poured onto ice, and extracted with ethyl acetate. The organic extract was dried (Na2SO4), filtered, and the filtrate was concentrated under reduced pressure to give 1.2 g of the title compound. 1H NMR (300 MHz, DMSO-D6) δ ppm 8.96 (s, 2H). Starting materials: BrC1=C(C=O)C=C(C(=C1)Br)OC1=C(C=C(C=C1)[N+](=O)[O-])F (2,4-Dibromo-5-(2-fluoro-4-nitrophenoxy)benzaldehyde), CNN (methylhydrazine). Solvent: C1CCOC1 (THF). Product: BrC1=C(C=NNC)C=C(C(=C1)Br)OC1=C(C=C(C=C1)[N+](=O)[O-])F (1-(2,4-dibromo-5-(2-fluoro-4-nitrophenoxy)benzylidene)-2-methylhydrazine). Yield: 76.5%. RXN SMILES: [Br:1][C:2]1[CH:9]=[C:8]([Br:10])[C:7]([O:11][C:12]2[CH:17]=[CH:16][C:15]([N+:18]([O-:20])=[O:19])=[CH:14][C:13]=2[F:21])=[CH:6][C:3]=1[CH:4]=O.[CH3:22][NH:23][NH2:24]>C1COCC1>[Br:1][C:2]1[CH:9]=[C:8]([Br:10])[C:7]([O:11][C:12]2[CH:17]=[CH:16][C:15]([N+:18]([O-:20])=[O:19])=[CH:14][C:13]=2[F:21])=[CH:6][C:3]=1[CH:4]=[N:24][NH:23][CH3:22]. Reported procedure: 2,4-Dibromo-5-(2-fluoro-4-nitrophenoxy)benzaldehyde (13.0 g, 31.0 mmol) is refluxed with methylhydrazine (4.3 g, 93 mmol) in THF (130 mL) for 2 hours. The reaction is quenched with water (150 mL) and extracted with MTBE (2×150 mL). The organic layer is washed with saturated sodium chloride aqueous solution (2×150 mL), dried with anhydrous sodium sulfate, and concentrated to obtain a solid. The crude solid is recrystallized in EtOAc/hexane to obtain 1-(2,4-dibromo-5-(2-fluoro-4-nitrophenoxy)benzy... The reactants are NC1=CC=C(C(=O)O)C=C1 (4-aminobenzoic acid), N1=C(Cl)N=C(Cl)N=C1Cl (cyanuric chloride), C([O-])([O-])=O.[Na+].[Na+] (sodium carbonate). The solvent is CC(=O)C (acetone), O (water), O (water). The product is ClC1=NC(=NC(=N1)NC1=CC=C(C(=O)O)C=C1)NC1=CC=C(C(=O)O)C=C1 (4,4′-[(6-chloro-1,3,5-triazine-2,4-diyl)diimino]bis-benzoic acid). Yield: 101.9%. RXN SMILES: [NH2:1][C:2]1[CH:10]=[CH:9][C:5]([C:6]([OH:8])=[O:7])=[CH:4][CH:3]=1.[N:11]1[C:18](Cl)=[N:17][C:15](Cl)=[N:14][C:12]=1[Cl:13].[C:20](=[O:23])([O-])[O-:21].[Na+].[Na+]>CC(C)=O.O>[Cl:13][C:12]1[N:11]=[C:18]([NH:1][C:2]2[CH:10]=[CH:9][C:5]([C:6]([OH:8])=[O:7])=[CH:4][CH:3]=2)[N:17]=[C:15]([NH:1][C:2]2[CH:10]=[CH:9][C:5]([C:20]([OH:21])=[O:23])=[CH:4][CH:3]=2)[N:14]=1 |f:2.3.4|. Procedure: To 350 grams of 4-aminobenzoic acid and 7437.5 grams of water at 11° C. was added a solution of 157.1 grams of cyanuric chloride in 739.93 grams of acetone and a solution of 135.2 grams of sodium carbonate in 993.5 grams of water simultaneously dropwise at a rate such that the temperature was maintained below 15° C. Following the addition the batch was allowed to mix for one hour at 15° C. and then warmed to room temperature. The solid was collected, washed with water and acetone and dried to gi... Reactants: 5a, FC1=CC=C(C=C1)C1=CC=C(C=C1)F (4,4′-difluorobiphenyl), S(O)(O)(=O)=O (sulfuric acid). Conditions: temperature 30 celsius, time 24 hour. Product: FC1=C(C=C(C=C1S(=O)(=O)O)C1=CC(=C(C(=C1)S(=O)(=O)O)F)S(=O)(=O)O)S(=O)(=O)O (4,4′-Difluorobiphenyl-3,3′,5,5′-tetrasulfonic Acid). RXN SMILES: [F:1][C:2]1[CH:7]=[CH:6][C:5]([C:8]2[CH:13]=[CH:12][C:11]([F:14])=[CH:10][CH:9]=2)=[CH:4][CH:3]=1.[S:15](=[O:19])(=[O:18])([OH:17])O>>[F:1][C:2]1[C:3]([S:15]([OH:17])(=[O:19])=[O:18])=[CH:4][C:5]([C:8]2[CH:13]=[C:12]([S:15]([OH:17])(=[O:19])=[O:18])[C:11]([F:14])=[C:10]([S:15]([OH:17])(=[O:19])=[O:18])[CH:9]=2)=[CH:6][C:7]=1[S:15]([OH:19])(=[O:18])=[O:17]. Reported procedure: The same procedure as 5a is used with 9.51 g dry 4,4′-difluorobiphenyl (50 mmole, fw=190.19) and 106.8 g 30% fuming sulfuric acid (400 mmole, fw=80.06) which are stirred at 30° C. for 24 hour and then heated with stirring at 110° C. for another 72 hours. Crystallization was effected using 29.6 g distilled water and 185 mL propionitrile. Yield was 17.2 g (65%) of the tetrasulfonated product as white crystals of the monohydrate. Conditions: time 2 hour. As a reaction SMILES: [CH:1]1[C:6]([OH:7])=[CH:5][CH:4]=[C:3]([CH3:8])[CH:2]=1.N1C=CC=CC=1.[N+:15]([C:18]1[CH:19]=[C:20]([S:24](Cl)(=[O:26])=[O:25])[CH:21]=[CH:22][CH:23]=1)([O-])=O.[Sn](Cl)Cl>C(Cl)(Cl)Cl.Cl>[NH2:15][C:18]1[CH:19]=[C:20]([S:24]([O:7][C:6]2[CH:5]=[CH:4][C:3]([CH3:8])=[CH:2][CH:1]=2)(=[O:26])=[O:25])[CH:21]=[CH:22][CH:23]=1. Reactants: [N+](=O)([O-])C=1C=C(C=CC1)S(=O)(=O)Cl (3-nitrobenzenesulfonyl chloride), [Sn](Cl)Cl (tin (II) chloride), C1=CC(=CC=C1O)C (p-cresol), N1=CC=CC=C1 (pyridine). Yield: 71.4%. Run in C(Cl)(Cl)Cl (chloroform), Cl (HCl). Procedure: To 50 g (0.463 mole) of p-cresol (4-methylphenol) and 37 mL (0.458 mole) of pyridine dissolved in 250 mL of chloroform was added 50 g (0.226 mole) of 3-nitrobenzenesulfonyl chloride. The reaction was allowed to stir at ambient temperature. After 2 hours, the reaction was judged complete by TLC and the volatiles were removed by rotary evaporation. The resulting residue was treated with 400 mL of 0.5 M sodium bicarbonate. The insoluble product was collected and washed with sodium bicarbonate (2 ti... Yields the product NC=1C=C(C=CC1)S(=O)(=O)OC1=CC=C(C=C1)C (4-methylphenyl 3-aminobenzenesulfonate). Reactants: F[B-](F)(F)F, O=C(O)c1ccc(C(=O)N2CC=CC2)c(Br)c1, CCO, CCN(C(C)C)C(C)C, C#CCOCC(N)c1nc2cc(Cl)ccc2[nH]1, Cl, ClCCl, C1CCOC1, CN(C)C(On1nnc2ccccc21)=[N+](C)C. Yields the product C#CCOCC(NC(=O)c1ccc(C(=O)N2CC=CC2)c(Br)c1)c1nc2cc(Cl)ccc2[nH]1. As a reaction SMILES: [B-:18]([F:19])([F:20])([F:21])[F:22].[Br:1][c:2]1[cH:3][c:4]([C:5](=[O:6])[OH:7])[cH:8][cH:9][c:10]1[C:11](=[O:12])[N:13]1[CH2:14][CH:15]=[CH:16][CH2:17]1.[CH2:72]([OH:73])[CH3:74].[CH:40]([N:41]([CH:42]([CH3:43])[CH3:44])[CH2:45][CH3:46])([CH3:47])[CH3:48].[Cl:49][c:50]1[cH:51][c:52]2[c:53]([nH:54][c:55]([CH:57]([CH2:58][O:59][CH2:60][C:61]#[CH:62])[NH2:63])[n:56]2)[cH:64][cH:65]1.[Cl:66].[Cl:75][CH2:76][Cl:77].[O:67]1[CH2:68][CH2:69][CH2:70][CH2:71]1.[n:23]1([O:24][C:25]([N:26]([CH3:27])[CH3:28])=[N+:29]([CH3:30])[CH3:31])[c:32]2[cH:33][cH:34][cH:35][cH:36][c:37]2[n:38][n:39]1>>[Br:1][c:2]1[cH:3][c:4]([C:5](=[O:7])[NH:63][CH:57]([c:55]2[nH:54][c:53]3[c:52]([cH:51][c:50]([Cl:49])[cH:65][cH:64]3)[n:56]2)[CH2:58][O:59][CH2:60][C:61]#[CH:62])[cH:8][cH:9][c:10]1[C:11](=[O:12])[N:13]1[CH2:14][CH:15]=[CH:16][CH2:17]1. Starting materials: Cl (HCl), ON=C(C1=NC(=CC=C1)C)Cl (N-hydroxy-6-methylpicolinimidoyl chloride), Br\C(\C(=O)OCC)=C/C(F)(F)F ((Z)-ethyl 2-bromo-4,4,4-trifluorobut-2-enoate), IF (I-F), [Cl-].[In+3].[Cl-].[Cl-] (indium(III) chloride), C(O)([O-])=O.[K+] (potassium hydrogen carbonate), [Li+].[OH-] (LiOH). Solvent: C(C)(=O)OCC (ethyl acetate), CCO (EtOH), C(C)(=O)OCC (ethyl acetate). Conditions: time 1 hour. Product: CC1=CC=CC(=N1)C1=NOC(=C1C(F)(F)F)C(=O)O (3-(6-methylpyridin-2-yl)-4-(trifluoromethyl)isoxazole-5-carboxylic acid). RXN SMILES: [OH:1][N:2]=[C:3](Cl)[C:4]1[CH:9]=[CH:8][CH:7]=[C:6]([CH3:10])[N:5]=1.Br/[C:13](=[CH:19]\[C:20]([F:23])([F:22])[F:21])/[C:14]([O:16]CC)=[O:15].IF.[Cl-].[In+3].[Cl-].[Cl-].C(=O)([O-])O.[K+].[Li+].[OH-].Cl>C(OCC)(=O)C.CCO>[CH3:10][C:6]1[N:5]=[C:4]([C:3]2[C:19]([C:20]([F:23])([F:22])[F:21])=[C:13]([C:14]([OH:16])=[O:15])[O:1][N:2]=2)[CH:9]=[CH:8][CH:7]=1 |f:3.4.5.6,7.8,9.10|. Reported procedure: To a mixture of N-hydroxy-6-methylpicolinimidoyl chloride (2.5 g, 14.65 mmol) and (Z)-ethyl 2-bromo-4,4,4-trifluorobut-2-enoate, Int-I-F (3 g, 12.15 mmol) in ethyl acetate (40 mL) was added indium(III) chloride (0.559 g, 2.53 mmol). After 1 hour, potassium hydrogen carbonate (2.022 g, 20.20 mmol) was added and the reaction mixture was stirred overnight. The reaction mixture was diluted with ethyl acetate (40 mL) and washed with H2O. The organic layer was dried with MgSO4, filtered, and concentra... The reactants are ClC1=C(C=CC(=C1)Cl)C1=CC(=C(C=C1)CC)C1C(C(SC(C1=O)(C)C)(C)C)=O (4-(2′,4′-dichloro-4-ethylbiphenyl-3-yl)-2,2,6,6-tetramethylthiopyran-3,5-dione), OOS(=O)[O-].[K+] (oxone). Run in CO.O (methanol water). The product is ClC1=C(C=CC(=C1)Cl)C1=CC(=C(C=C1)CC)C1C(C(S(C(C1=O)(C)C)(=O)=O)(C)C)=O (4-(2′,4′-dichloro-4-ethylbiphenyl-3-yl)-2,2,6,6-tetramethyl-1,1-dioxo-thiopyran-3,5-dione). Yield: 29.0%. As a reaction SMILES: [Cl:1][C:2]1[CH:7]=[C:6]([Cl:8])[CH:5]=[CH:4][C:3]=1[C:9]1[CH:14]=[CH:13][C:12]([CH2:15][CH3:16])=[C:11]([CH:17]2[C:22](=[O:23])[C:21]([CH3:25])([CH3:24])S[C:19]([CH3:27])([CH3:26])[C:18]2=[O:28])[CH:10]=1.O[O:30][S:31]([O-:33])=O.[K+]>CO.O>[Cl:1][C:2]1[CH:7]=[C:6]([Cl:8])[CH:5]=[CH:4][C:3]=1[C:9]1[CH:14]=[CH:13][C:12]([CH2:15][CH3:16])=[C:11]([CH:17]2[C:18](=[O:28])[C:19]([CH3:27])([CH3:26])[S:31](=[O:33])(=[O:30])[C:21]([CH3:25])([CH3:24])[C:22]2=[O:23])[CH:10]=1 |f:1.2,3.4|. Procedure details: A mixture of 4-(2′,4′-dichloro-4-ethylbiphenyl-3-yl)-2,2,6,6-tetramethylthiopyran-3,5-dione (79 mg, 0.1816 mmol) and oxone (446 mg, 0.726 mmol) is stirred at ambient temperature for 20 hours as a solution in methanol/water (1 ml, 1:1 ratio). The reaction mixture is then partitioned between water and dichloromethane, the organic phase is separated and concentrated under reduced pressure. The residue is purified by preparative reverse phase HPLC to give 4-(2′,4′-dichloro-4-ethylbiphenyl-3-yl)-2,2,...